From a dataset of the Open Reaction Database (ORD), a public repository of structured organic reaction records. describe an organic reaction: reactants, conditions, products, and yield Reactants: [H-].[H-].[H-].[H-].[Li+].[Al+3] (LAH), C[C@@H]1[C@]2(C)[C@@H](CC1)[C@@H]1CCC3=CC(CC[C@]3(C)[C@H]1CC2)=O (17β-methylandrost-4-en-3-one), [O-]S(=O)(=O)[O-].[Na+].[Na+] (Glauber's salt). Run in CCOCC (Ether), CCOCC (ether). Conditions: time 30 minute. Yields the product C[C@@H]1[C@]2(C)[C@@H](CC1)[C@@H]1CCC3=CC(CC[C@]3(C)[C@H]1CC2)O (17β-Methylandrost-4-en-3-ol). Reaction SMILES: [H-].[H-].[H-].[H-].[Li+].[Al+3].[CH3:7][C@H:8]1[CH2:13][CH2:12][C@H:11]2[C@H:14]3[C@H:24]([CH2:25][CH2:26][C@:9]12[CH3:10])[C@:22]1([CH3:23])[C:17](=[CH:18][C:19](=[O:27])[CH2:20][CH2:21]1)[CH2:16][CH2:15]3.[O-]S([O-])(=O)=O.[Na+].[Na+]>CCOCC>[CH3:7][C@H:8]1[CH2:13][CH2:12][C@H:11]2[C@H:14]3[C@H:24]([CH2:25][CH2:26][C@:9]12[CH3:10])[C@:22]1([CH3:23])[C:17](=[CH:18][CH:19]([OH:27])[CH2:20][CH2:21]1)[CH2:16][CH2:15]3 |f:0.1.2.3.4.5,7.8.9|. Reported procedure: Refer to FIG. 189. LAH (21.3 mg, 0.561 mmol) was added to a solution of 17β-methylandrost-4-en-3-one (7, 143.2 mg, 0.4999 mmol) (J. B. Jones and K. D. Gordon, Can. Chem. 1972, 50, 2712-2718) in 2.8 ml of anh. ether. After stirring the suspension for 30 min. Glauber's salt (0.76 g) was added and the mixture stirred a further 1/2 h. Ether (10 ml) was added and the suspension was filtered through diatomaceous earth. The residue was washed with three 10 ml portions of ether and the combined filtrate...